Dataset: the Open Reaction Database (ORD), a public repository of structured organic reaction records. Task: describe an organic reaction: reactants, conditions, products, and yield The reactants are C(C1=CC=CC=C1)OC(=O)N1C(CCCC1)CCSC(C)=O (2-(2-acetylsulfanylethyl)-piperidine-1-carboxylic acid benzyl ester), solution, [OH-].[Na+] (sodium hydroxide). The solvent is C(C)(=O)OCC (ethyl acetate). Conditions: time 30 minute. Product: C(C1=CC=CC=C1)OC(=O)N1C(CCCC1)CCS (2-(2-mercaptoethyl)-piperidine-1-carboxylic acid benzyl ester). Reaction SMILES: [CH2:1]([O:8][C:9]([N:11]1[CH2:16][CH2:15][CH2:14][CH2:13][CH:12]1[CH2:17][CH2:18][S:19]C(=O)C)=[O:10])[C:2]1[CH:7]=[CH:6][CH:5]=[CH:4][CH:3]=1.[OH-].[Na+]>C(OCC)(=O)C>[CH2:1]([O:8][C:9]([N:11]1[CH2:16][CH2:15][CH2:14][CH2:13][CH:12]1[CH2:17][CH2:18][SH:19])=[O:10])[C:2]1[CH:3]=[CH:4][CH:5]=[CH:6][CH:7]=1 |f:1.2|. Procedure: To a solution of 2-(2-acetylsulfanylethyl)-piperidine-1-carboxylic acid benzyl ester (174 mg in 5.0 mL methanol) was added 2.16 mL of a 0.5N solution of sodium hydroxide and the mixture stirred at room temperature for 30 minutes. At this time the reaction was diluted with ethyl acetate and quenched by the addition of 0.1N hydrochloric acid. The organic portion was washed sequentially with 0.1N hydrochloric acid, water and brine then dried over magnesium sulfate. Concentration in vacuo gave the c... Starting materials: FC(C(=O)O)(F)F.FC(C(=O)O)(F)F.ClC=1C=NC=2NC=3C=CC=C(CCC4=C(C=CC(NC1N2)=C4)NC(C[C@@H]4CNCCC4)=O)C3 (N-[6-chloro-2,4,8,22-tetraazatetracyclo[14.3.1.1(3,7).1(9,13)]docosa-1(20),3(22),4,6,9(21),10,12,16,18-nonaen-12-yl]-2-[(3R)-piperidin-3-yl]acetamide bis(trifluoroacetate)), C(C1=CC=CC=C1)(=O)Cl (benzoyl chloride). Yields the product FC(C(=O)O)(F)F.C(C1=CC=CC=C1)(=O)N1C[C@H](CCC1)CC(=O)NC=1C=CC=2NC3=C(C=NC(NC=4C=CC=C(CCC1C2)C4)=N3)Cl (2-[(3R)-1-Benzoylpiperidin-3-yl]-N-[6-chloro-2,4,8,22-tetraazatetracyclo[14.3.1.1(3,7).1(9,13)]docosa-1(20),3(22),4,6,9(21),10,12,16,18-nonaen-12-yl]acetamide trifluoroacetate). Yield: 71.0%. RXN SMILES: [F:1][C:2]([F:7])([F:6])[C:3]([OH:5])=[O:4].FC(F)(F)C(O)=O.[Cl:15][C:16]1[CH:17]=[N:18][C:19]2[NH:20][C:21]3[CH:22]=[CH:23][CH:24]=[C:25]([CH:47]=3)[CH2:26][CH2:27][C:28]3[CH:36]=[C:32]([NH:33][C:34]=1[N:35]=2)[CH:31]=[CH:30][C:29]=3[NH:37][C:38](=[O:46])[CH2:39][C@H:40]1[CH2:45][CH2:44][CH2:43][NH:42][CH2:41]1.[C:48](Cl)(=[O:55])[C:49]1[CH:54]=[CH:53][CH:52]=[CH:51][CH:50]=1>>[F:1][C:2]([F:7])([F:6])[C:3]([OH:5])=[O:4].[C:48]([N:42]1[CH2:43][CH2:44][CH2:45][C@H:40]([CH2:39][C:38]([NH:37][C:29]2[CH:30]=[CH:31][C:32]3[NH:33][C:34]4[N:35]=[C:19]([NH:20][C:21]5[CH:22]=[CH:23][CH:24]=[C:25]([CH:47]=5)[CH2:26][CH2:27][C:28]=2[CH:36]=3)[N:18]=[CH:17][C:16]=4[Cl:15])=[O:46])[CH2:41]1)(=[O:55])[C:49]1[CH:54]=[CH:53][CH:52]=[CH:51][CH:50]=1 |f:0.1.2,4.5|. Reported procedure: The desired compound was prepared according to the procedure of Example D94 using N-[6-chloro-2,4,8,22-tetraazatetracyclo[14.3.1.1(3,7).1(9,13)]docosa-1(20),3(22),4,6,9(21),10,12,16,18-nonaen-12-yl]-2-[(3R)-piperidin-3-yl]acetamide bis(trifluoroacetate) and benzoyl chloride as the starting materials in 71% yield. LCMS for C32H32ClN6O2 (M+H)+: m/z=567.0. Procedure: To a suspension of NaH (124 mg, 3.10 mmol) in DMF (3 mL), 2-chloro-N-(1,2,3,4-tetrahydrocyclopenta[b]indol-5-ylmethyl)acetamide (135 mg, 0.515 mmol) in DMF (3 mL) was added at rt under Ar. After 16 h, H2O (2 mL) was added to quench the excess reagent, H2 evolved upon addition. After an additional 30 min, CHCl3 (20 mL) and H2O (10 mL) were added. The two layers were separated. The aqueous layer was extracted with CHCl3 (10 mL). The combined organic layers were dried over Na2SO4, filtered and conc... Starting materials: O (H2O), [H-].[Na+] (NaH), ClCC(=O)NCC1=CC=CC=2C3=C(NC12)CCC3 (2-chloro-N-(1,2,3,4-tetrahydrocyclopenta[b]indol-5-ylmethyl)acetamide). As a reaction SMILES: [H-].[Na+].Cl[CH2:4][C:5]([NH:7][CH2:8][C:9]1[C:17]2[NH:16][C:15]3[CH2:18][CH2:19][CH2:20][C:14]=3[C:13]=2[CH:12]=[CH:11][CH:10]=1)=[O:6].O>CN(C=O)C>[CH2:4]1[N:16]2[C:17]3[C:13]([C:14]4[CH2:20][CH2:19][CH2:18][C:15]=42)=[CH:12][CH:11]=[CH:10][C:9]=3[CH2:8][NH:7][C:5]1=[O:6] |f:0.1|. Reaction conditions: time 16 hour. The solvent is CN(C)C=O (DMF), CN(C)C=O (DMF). Product: C1C(NCC=2C=CC=C3C4=C(N1C23)CCC4)=O (3,4,9,10-Tetrahydro-8H-Cyclopenta[b][1,4]Diazepino[6,7,1-hi]Indol-2(1H)-One). Yield: 57.5%. The reactants are C1COCCN1, Clc1nc2ccccc2n2ccnc12. The product is c1ccc2c(c1)nc(N1CCOCC1)c1nccn12. As a reaction SMILES: [CH2:15]1[CH2:16][O:17][CH2:18][CH2:19][NH:20]1.[Cl:1][c:2]1[c:3]2[n:4]([c:5]3[cH:6][cH:7][cH:8][cH:9][c:10]3[n:11]1)[cH:12][cH:13][n:14]2>>[c:2]1([N:20]2[CH2:15][CH2:16][O:17][CH2:18][CH2:19]2)[c:3]2[n:4]([c:5]3[cH:6][cH:7][cH:8][cH:9][c:10]3[n:11]1)[cH:12][cH:13][n:14]2. The reactants are C(C1CO1)OC1=C(C=CC(=C1)Cl)Cl (2,5-dichlorophenyl glycidyl ether), CC1=C(C(=CC=C1)C)NCCN (N-(2,6-dimethylphenyl)-ethylenediamine). The product is ClC1=C(OCC(CNCCNC2=C(C=CC=C2C)C)O)C=C(C=C1)Cl (1-(2,5-Dichlorophenoxy)-3-[2-(2,6-dimethylphenylamino)-ethylamino]-propan-2-ol). Reaction SMILES: [CH2:1]([O:5][C:6]1[CH:11]=[C:10]([Cl:12])[CH:9]=[CH:8][C:7]=1[Cl:13])[CH:2]1[O:4][CH2:3]1.[CH3:14][C:15]1[CH:20]=[CH:19][CH:18]=[C:17]([CH3:21])[C:16]=1[NH:22][CH2:23][CH2:24][NH2:25]>>[Cl:13][C:7]1[CH:8]=[CH:9][C:10]([Cl:12])=[CH:11][C:6]=1[O:5][CH2:1][CH:2]([OH:4])[CH2:3][NH:25][CH2:24][CH2:23][NH:22][C:16]1[C:17]([CH3:21])=[CH:18][CH:19]=[CH:20][C:15]=1[CH3:14]. Procedure details: This compound is obtained, in a manner analogous to that described in Example 17, from 2,5-dichlorophenyl glycidyl ether and N-(2,6-dimethylphenyl)-ethylenediamine, the base obtained crystallizing. The desired product is obtained in a yield of 4.2 g. (55% of theory) in the form of colorless crystals which, after recrystallization from diethyl ether-ligroin, melt at 66°-68° C. The reactants are Olefin, C1=CC=CC2=CC3=CC=CC=C3C=C12 (anthracene). Solvent: C\C=C\CCCCCC (trans-2-nonene). Product: CC=CCCCCCC (2-nonene). Reaction SMILES: [CH:1]1[C:14]2C(=CC3[C:12]([CH:13]=2)=[CH:11][CH:10]=[CH:9]C=3)C=[CH:3][CH:2]=1>C/C=C/CCCCCC>[CH3:3][CH:2]=[CH:1][CH2:14][CH2:13][CH2:12][CH2:11][CH2:10][CH3:9]. Reported procedure: To obtain an olefin further enriched in trans-2-nonene, 8.9 g (91 mmoles) of Olefin Product 1 treated with 12.6 g (70 mmoles) of the anthracene, as described above, to form a Diels-Alder adduct with the 2-nonene. By distillation, as above, 3.3 g (33 mmoles) of Unreacted Olefins 3 was separated from the crude nonene-anthracene mixture. The remaining nonene-anthracene adduct was thermally dissociated, as described above, and 3.7 g (37 mmoles) of Olefin Product 3 recovered. Olefin Product 3 was fur... Reactants: [N+](=O)([O-])C1=CC=C(CBr)C=C1 (4-nitrobenzyl bromide), CN1C(=NC=C1)S (1-methyl-2-mercaptoimidazole), CN1C(=NC=C1)S[Si](C)(C)C (1-methyl-2-(trimethylsilylthio)-imidazole), C[Si](N[Si](C)(C)C)(C)C (hexamethyldisilazane). Reagents/catalysts: S1(=O)(=O)NC(=O)C2=CC=CC=C12 (saccharin). The solvent is CN(P(N(C)C)(N(C)C)=O)C (hexamethylphosphoric triamide), C1(=CC=CC=C1)C (toluene), C(C)(=O)OCC (ethyl acetate). Conditions: time 2 hour. Product: CN1C(=NC=C1)SCC1=CC=C(C=C1)[N+](=O)[O-] (1-methyl-2-(4-nitrobenzylthio)-imidazole). Yield: 88.9%. As a reaction SMILES: [CH3:1][N:2]1[CH:6]=[CH:5][N:4]=[C:3]1[SH:7].C[Si](C)(C)N[Si](C)(C)C.[N+:17]([C:20]1[CH:27]=[CH:26][C:23]([CH2:24]Br)=[CH:22][CH:21]=1)([O-:19])=[O:18].CN1C=CN=C1S[Si](C)(C)C>C(OCC)(=O)C.S1(C2C(=CC=CC=2)C(=O)N1)(=O)=O.CN(C)P(=O)(N(C)C)N(C)C.C1(C)C=CC=CC=1>[CH3:1][N:2]1[CH:6]=[CH:5][N:4]=[C:3]1[S:7][CH2:24][C:23]1[CH:26]=[CH:27][C:20]([N+:17]([O-:19])=[O:18])=[CH:21][CH:22]=1. Procedure: A mixture consisting of 2.85 g (25 mmoles) of 1-methyl-2-mercaptoimidazole, 22 mg (0.12 mmoles) of saccharin, 20 ml of toluene and 5.2 ml (25 mmoles) of hexamethyldisilazane was refluxed for 1 hour and after cooling to room temperature, 5.40 g (25 mmoles) of 4-nitrobenzyl bromide and then 5 ml of hexamethylphosphoric triamide were added to the mixture which contained 1-methyl-2-(trimethylsilylthio)-imidazole. After stirring for 2 hours at room temperature, the mixture was diluted to 150 ml with ... The reactants are CC=1C=C(C=O)C=C(C1O)C (3,5-dimethyl-4-hydroxy-benzaldehyde), CC1=C(N=C(O1)C1=CC=CC=C1)CCOS(=O)(=O)C (methanesulfonic acid 2-(5-methyl-2-phenyl-oxazol-4-yl)-ethyl ester). Product: CC=1C=C(C=O)C=C(C1OCCC=1N=C(OC1C)C1=CC=CC=C1)C (3,5-dimethyl-4-[2-(5-methyl-2-phenyl-oxazol-4-yl)-ethoxy]-benzaldehyde). RXN SMILES: [CH3:1][C:2]1[CH:3]=[C:4]([CH:7]=[C:8]([CH3:11])[C:9]=1[OH:10])[CH:5]=[O:6].[CH3:12][C:13]1[O:17][C:16]([C:18]2[CH:23]=[CH:22][CH:21]=[CH:20][CH:19]=2)=[N:15][C:14]=1[CH2:24][CH2:25]OS(C)(=O)=O>>[CH3:1][C:2]1[CH:3]=[C:4]([CH:7]=[C:8]([CH3:11])[C:9]=1[O:10][CH2:25][CH2:24][C:14]1[N:15]=[C:16]([C:18]2[CH:23]=[CH:22][CH:21]=[CH:20][CH:19]=2)[O:17][C:13]=1[CH3:12])[CH:5]=[O:6]. Procedure: In analogy to the procedures described in examples 114 b], c] and d], 3,5-dimethyl-4-hydroxy-benzaldehyde was reacted with methanesulfonic acid 2-(5-methyl-2-phenyl-oxazol-4-yl)-ethyl ester [PCT Int. Appl. (2000) WO0008002] to give 3,5-dimethyl-4-[2-(5-methyl-2-phenyl-oxazol-4-yl)-ethoxy]-benzaldehyde. Treatment of 3,5-dimethyl-4-[2-(5-methyl-2-phenyl-oxazol-4-yl)-ethoxy]-benzaldehyde with (benzyloxycarbonyl-methoxy-methyl)-triphenyl-phosphonium chloride then gave 3-{3,5-dimethyl-4-[2-(5-methyl-... The reactants are C(C)(C)(C)OC(=O)N[C@H](CN1C(CN(CC1)CC1=CC=CC2=CC=CC=C12)C(=O)OC)CSC(C1=CC=CC=C1)(C1=CC=CC=C1)C1=CC=CC=C1 (methyl 1-(2(R)-tert-butoxycarbonylamino-3-triphenylmethylthiopropyl)-4-(1-naphthylmethyl)-piperazine-2-carboxylate), C(C)[SiH](CC)CC (triethylsilane), ClCCl (dichloromethane). Yields the product Cl.N[C@H](CN1C(CN(CC1)CC1=CC=CC2=CC=CC=C12)C(=O)OC)CS (Methyl 1-(2(R)-Amino-3-mercaptopropyl)-4-(1- naphthylmethyl)piperazine-2-carboxylate hydrochloride). Reaction SMILES: C(OC([NH:8][C@@H:9]([CH2:32][S:33]C(C1C=CC=CC=1)(C1C=CC=CC=1)C1C=CC=CC=1)[CH2:10][N:11]1[CH2:16][CH2:15][N:14]([CH2:17][C:18]2[C:27]3[C:22](=[CH:23][CH:24]=[CH:25][CH:26]=3)[CH:21]=[CH:20][CH:19]=2)[CH2:13][CH:12]1[C:28]([O:30][CH3:31])=[O:29])=O)(C)(C)C.C([SiH](CC)CC)C.[Cl:60]CCl>>[ClH:60].[NH2:8][C@@H:9]([CH2:32][SH:33])[CH2:10][N:11]1[CH2:16][CH2:15][N:14]([CH2:17][C:18]2[C:27]3[C:22](=[CH:23][CH:24]=[CH:25][CH:26]=3)[CH:21]=[CH:20][CH:19]=2)[CH2:13][CH:12]1[C:28]([O:30][CH3:31])=[O:29] |f:3.4|. Procedure: The title compound was obtained according to the procedure described in Example 1, Step E except using methyl 1-(2(R)-tert-butoxycarbonylamino-3-triphenylmethylthiopropyl)-4-(1-naphthylmethyl)-piperazine-2-carboxylate (0.274 g, 0.383 mmol), triethylsilane (0.24 mL, 1.53 mmol) trifluoroacetic acid (5 mL) in dichloromethane (10 mL). The crude product was purified by HPLC by gradient elution (100% Solvent A to 50% Solvent A/50Solvent B over 60 min. After ion exchange, the title compound was obtaine...